From a dataset of the Open Reaction Database (ORD), a public repository of structured organic reaction records. describe an organic reaction: reactants, conditions, products, and yield The reactants are N1C=C(C=2C1=NC=CC2)C=C2C(C(=C(O2)NCCOC)C(=O)OC)=O (Methyl 5-[(1H-pyrrolo[2,3-b]pyridin-3-yl)methylene]-2-[(2-methoxyethyl)amino]-4-oxo-4,5-dihydrofuran-3-carboxylate), [OH-].[K+] (potassium hydroxide), Cl (hydrochloric acid). Solvent: C(C)O (ethanol). Product: N1C=C(C=2C1=NC=CC2)C=C2OC(=CC2=O)NCCOC (2-[(1H-Pyrrolo[2,3-b]pyridin-3-yl)methylene]-5-[(2-methoxyethyl)amino]furan-3(2H)-one). The yield is 10.5%. As a reaction SMILES: [NH:1]1[C:5]2=[N:6][CH:7]=[CH:8][CH:9]=[C:4]2[C:3]([CH:10]=[C:11]2[O:15][C:14]([NH:16][CH2:17][CH2:18][O:19][CH3:20])=[C:13](C(OC)=O)[C:12]2=[O:25])=[CH:2]1.[OH-].[K+].Cl>C(O)C>[NH:1]1[C:5]2=[N:6][CH:7]=[CH:8][CH:9]=[C:4]2[C:3]([CH:10]=[C:11]2[C:12](=[O:25])[CH:13]=[C:14]([NH:16][CH2:17][CH2:18][O:19][CH3:20])[O:15]2)=[CH:2]1 |f:1.2|. Reported procedure: To a solution of the compound (0.070 g, 0.20 mmol) of Example 98 in ethanol (2.0 mL), 50% potassium hydroxide solution (1.0 mL, 0.018 mol) was added at ambient temperature. The mixture was refluxed for 1 h. Cooled to ambient temperature, 1M hydrochloric acid was added to adjust pH to acidic, and then the solvent was removed under reduced pressure. To this residue, ethanol (2.0 mL) and water (2.0 mL) were added then refluxed for 1 h. Cooled to ambient temperature, the solvent was removed under re... Reactants: CCCBr, O=C([O-])[O-], [K+], [K+], CN(C)C=O, O, Oc1cccc2ccoc12. Yields the product CCCOc1cccc2ccoc12. As a reaction SMILES: [Br:17][CH2:18][CH2:19][CH3:20].[C:11](=[O:12])([O-:13])[O-:14].[K+:15].[K+:16].[O:22]=[CH:23][N:24]([CH3:25])[CH3:26].[OH2:21].[OH:1][c:2]1[cH:3][cH:4][cH:5][c:6]2[cH:7][cH:8][o:9][c:10]12>>[O:1]([c:2]1[cH:3][cH:4][cH:5][c:6]2[cH:7][cH:8][o:9][c:10]12)[CH2:18][CH2:19][CH3:20]. Reactants: C1CCOC1 (THF), aqueous solution, [OH-].[Na+] (sodium hydroxide), Cl (hydrochloric acid), ClC1=C(C(=O)OCC)C=C(C=C1Br)[N+](=O)[O-] (ethyl 2-chloro-3-bromo-5-nitrobenzoate). Run in C(C)O (ethanol), O (water). Conditions: time 1 hour. The product is ClC1=C(C(=O)O)C=C(C=C1Br)[N+](=O)[O-] (2-chloro-3-bromo-5-nitrobenzoic acid). The yield is 99.6%. RXN SMILES: [Cl:1][C:2]1[C:12]([Br:13])=[CH:11][C:10]([N+:14]([O-:16])=[O:15])=[CH:9][C:3]=1[C:4]([O:6]CC)=[O:5].C1COCC1.[OH-].[Na+].Cl>C(O)C.O>[Cl:1][C:2]1[C:12]([Br:13])=[CH:11][C:10]([N+:14]([O-:16])=[O:15])=[CH:9][C:3]=1[C:4]([OH:6])=[O:5] |f:2.3|. Reported procedure: 26.63 g (86.3 mmol ) of ethyl 2-chloro-3-bromo-5-nitrobenzoate was dissolved in a mixture comprising 150 ml of ethanol and 80 ml. of THF, followed by the addition of 55 ml of a 2N aqueous solution of sodium hydroxide. The obtained mixture was stirred at room temperature for one hour, followed by the addition of water and 19 ml. of 6N hydrochloric acid. The obtained mixture was concentrated under reduced pressure and extracted with ethyl acetate. The ethyl acetate phase was washed with a saturate...